This data is from the Open Reaction Database (ORD), a public repository of structured organic reaction records. The task is: describe an organic reaction: reactants, conditions, products, and yield Reactants: [Br-].C(C1=CC=CC=C1)[N+]1=C(C=CC=C1)Br (N-benzyl-2-bromo-pyridinium bromide), N1=C(C=CC=C1C)C (2,6-lutidine), C(C)OC(=O)C1=C(NC=C1)N (2-amino-pyrrole-3-carboxylic acid ethyl ester), C(C)OC(=O)C1=C(NC=C1)N (2-amino-pyrrole-3-carboxylic acid ethyl ester). Run in C(Cl)Cl (methylene chloride). Reaction conditions: time 2 day. Product: [Br-].NC1=C(C=C(N1)C1=[N+](C=CC=C1)CC1=CC=CC=C1)C(=O)OCC (2-(5-Amino-4-ethoxycarbonyl-1H-pyrrol-2-yl)-N-benzyl-pyridinium bromide). As a reaction SMILES: [Br-].[CH2:2]([N+:9]1[CH:14]=[CH:13][CH:12]=[CH:11][C:10]=1[Br:15])[C:3]1[CH:8]=[CH:7][CH:6]=[CH:5][CH:4]=1.[CH2:16]([O:18][C:19]([C:21]1[CH:25]=[CH:24][NH:23][C:22]=1[NH2:26])=[O:20])[CH3:17].N1C(C)=CC=CC=1C>C(Cl)Cl>[Br-:15].[NH2:26][C:22]1[NH:23][C:24]([C:10]2[CH:11]=[CH:12][CH:13]=[CH:14][N+:9]=2[CH2:2][C:3]2[CH:8]=[CH:7][CH:6]=[CH:5][CH:4]=2)=[CH:25][C:21]=1[C:19]([O:18][CH2:16][CH3:17])=[O:20] |f:0.1,5.6|. Procedure: Under an argon atmosphere, 658 mg (2.0 mmol) of N-benzyl-2-bromo-pyridinium bromide (for preparation see: J. Heterocyclic Chem. 28, 1083 (1991)) are introduced into 20 ml of abs. methylene chloride, and 308 mg (2.0 mmol) of 2-amino-pyrrole-3-carboxylic acid ethyl ester [for preparation see: J. Heterocyclic Chem. 23, 1555 (1986)] are added thereto. The reaction mixture is stirred for 2 days with the exclusion of light. Since the reaction is not complete, 232 μl (2 mmol) of 2,6-lutidine and a furt... Yields the product Cl.Cl.N=1N=C(N2C1C=CC=C2)C2=NC1=C(C=CC=C1C=C2)O[C@@H]2[C@@H](CNCC2)F (2-([1,2,4]triazolo[4,3-a]pyridin-3-yl)-8-((cis)-3-fluoropiperidin-4-yloxy)quinoline dihydrochloride). Starting materials: Cl (HCl), O1CCOCC1 (dioxane), N=1N=C(N2C1C=CC=C2)C2=NC1=C(C=CC=C1C=C2)O[C@@H]2[C@@H](CNCC2)F (racemic 2-([1,2,4]triazolo[4,3-a]pyridin-3-yl)-8-((cis)-3-fluoropiperidin-4-yloxy)quinoline). The solvent is CO (MeOH). Procedure details: Non-racemic 2-([1,2,4]triazolo[4,3-a]pyridin-3-yl)-8-((cis)-3-fluoropiperidin-4-yloxy)quinoline (20 mg, 0.055 mmol) was dissolved in MeOH (2 mL) and treated with 4M HCl in dioxane (1 mL, 4 mmol). The mixture was stirred for 5 minutes then concentrated in vacuo. The residue was dissolved in fresh MeOH and concentrated in vacuo three times to a pale yellow solid (20.7 mg, 86%). Specific rotation: [α]20D=+26° (c=0.45, 1:1 water/95% ethanol). Reaction conditions: time 5 minute. RXN SMILES: [N:1]1[N:2]=[C:3]([C:10]2[CH:19]=[CH:18][C:17]3[C:12](=[C:13]([O:20][C@H:21]4[CH2:26][CH2:25][NH:24][CH2:23][C@H:22]4[F:27])[CH:14]=[CH:15][CH:16]=3)[N:11]=2)[N:4]2[CH:9]=[CH:8][CH:7]=[CH:6][C:5]=12.[ClH:28].O1CCOCC1>CO>[ClH:28].[ClH:28].[N:1]1[N:2]=[C:3]([C:10]2[CH:19]=[CH:18][C:17]3[C:12](=[C:13]([O:20][C@H:21]4[CH2:26][CH2:25][NH:24][CH2:23][C@H:22]4[F:27])[CH:14]=[CH:15][CH:16]=3)[N:11]=2)[N:4]2[CH:9]=[CH:8][CH:7]=[CH:6][C:5]=12 |f:4.5.6|. Reactants: BrC=1C=C(C=C(C1OCC1=C(C=C(C(=C1)F)F)[N+](=O)[O-])OCC)[C@@H]1C(=C(NC=2C[C@@H](CC(C12)=O)CCC)C)C#N ((4R,7S)-4-[3-Bromo-4-(4,5-difluoro-2-nitro-benzyloxy)-5-ethoxy-phenyl]-2-methyl-5-oxo-7-propyl-1,4,5,6,7,8-hexahydro-quinoline-3-carbonitrile), C(C)(=O)O (acetic acid). Reagents/catalysts: [Zn] (Zinc). The solvent is C1CCOC1 (THF). Run at temperature 0 celsius, time 2 hour. Product: NC1=C(COC2=C(C=C(C=C2OCC)[C@@H]2C(=C(NC=3C[C@@H](CC(C23)=O)CCC)C)C#N)Br)C=C(C(=C1)F)F ((4R,7S)-4-[4-(2-Amino-4,5-difluoro-benzyloxy)-3-bromo-5-ethoxy-phenyl]-2-methyl-5-oxo-7-propyl-1,4,5,6,7,8-hexahydro-quinoline-3-carbonitrile). As a reaction SMILES: [Br:1][C:2]1[CH:3]=[C:4]([C@H:24]2[C:33]3[C:32](=[O:34])[CH2:31][C@@H:30]([CH2:35][CH2:36][CH3:37])[CH2:29][C:28]=3[NH:27][C:26]([CH3:38])=[C:25]2[C:39]#[N:40])[CH:5]=[C:6]([O:21][CH2:22][CH3:23])[C:7]=1[O:8][CH2:9][C:10]1[CH:15]=[C:14]([F:16])[C:13]([F:17])=[CH:12][C:11]=1[N+:18]([O-])=O.C(O)(=O)C>C1COCC1.[Zn]>[NH2:18][C:11]1[CH:12]=[C:13]([F:17])[C:14]([F:16])=[CH:15][C:10]=1[CH2:9][O:8][C:7]1[C:6]([O:21][CH2:22][CH3:23])=[CH:5][C:4]([C@H:24]2[C:33]3[C:32](=[O:34])[CH2:31][C@@H:30]([CH2:35][CH2:36][CH3:37])[CH2:29][C:28]=3[NH:27][C:26]([CH3:38])=[C:25]2[C:39]#[N:40])=[CH:3][C:2]=1[Br:1]. Procedure details: A solution of (4R,7S)-4-[3-Bromo-4-(4,5-difluoro-2-nitro-benzyloxy)-5-ethoxy-phenyl]-2-methyl-5-oxo-7-propyl-1,4,5,6,7,8-hexahydro-quinoline-3-carbonitrile (Example 72 g, 10.6 g) and acetic acid (19.6 ml) in THF (400 ml) was cooled to 0° C. Zinc dust (27.6 g) was added in portions under vigorous stirring. The mixture was stirred for 2 h at 0° C. and then filtered. The solids were washed with dichloromethane and the combined filtrates were washed with sat. aq. NaHCO3. The organic layer was dried ... The reactants are O=C([O-])[O-], CC(C)=O, ClCc1ccccc1, [K+], [K+], N#Cc1ccc(O)cc1. The product is N#Cc1ccc(OCc2ccccc2)cc1. As a reaction SMILES: [C:18](=[O:19])([O-:20])[O-:21].[CH3:24][C:25](=[O:26])[CH3:27].[Cl:10][CH2:11][c:12]1[cH:13][cH:14][cH:15][cH:16][cH:17]1.[K+:22].[K+:23].[OH:1][c:2]1[cH:3][cH:4][c:5]([C:8]#[N:9])[cH:6][cH:7]1>>[O:1]([c:2]1[cH:3][cH:4][c:5]([C:8]#[N:9])[cH:6][cH:7]1)[CH2:11][c:12]1[cH:13][cH:14][cH:15][cH:16][cH:17]1. The reactants are BrC=1C=C(C=CC1)C1=NC(=CC(=N1)C1=CC(=C(C=C1)C(F)(F)F)C)C(F)(F)F (2-(3-bromo-phenyl)-4-(3-methyl-4-trifluoromethyl-phenyl)-6-trifluoromethyl-pyrimidine), NC1=NC=C(C=C1)B1OC(C(O1)(C)C)(C)C (2-amino-5-(4,4,5,5-tetramethyl-1,3,2-dioxaborolan-2-yl)pyridine). Product: CC=1C=C(C=CC1C(F)(F)F)C1=NC(=NC(=C1)C(F)(F)F)C=1C=C(C=CC1)C=1C=CC(=NC1)N (5-{3-[4-(3-Methyl-4-trifluoromethyl-phenyl)-6-trifluoromethyl-pyrimidin-2-yl]-phenyl}-pyridin-2-ylamine), solid. Isolated yield 73.0%. Reaction SMILES: Br[C:2]1[CH:3]=[C:4]([C:8]2[N:13]=[C:12]([C:14]3[CH:19]=[CH:18][C:17]([C:20]([F:23])([F:22])[F:21])=[C:16]([CH3:24])[CH:15]=3)[CH:11]=[C:10]([C:25]([F:28])([F:27])[F:26])[N:9]=2)[CH:5]=[CH:6][CH:7]=1.[NH2:29][C:30]1[CH:35]=[CH:34][C:33](B2OC(C)(C)C(C)(C)O2)=[CH:32][N:31]=1>>[CH3:24][C:16]1[CH:15]=[C:14]([C:12]2[CH:11]=[C:10]([C:25]([F:28])([F:27])[F:26])[N:9]=[C:8]([C:4]3[CH:3]=[C:2]([C:33]4[CH:34]=[CH:35][C:30]([NH2:29])=[N:31][CH:32]=4)[CH:7]=[CH:6][CH:5]=3)[N:13]=2)[CH:19]=[CH:18][C:17]=1[C:20]([F:23])([F:22])[F:21]. Reported procedure: The title compound was prepared from 2-(3-bromo-phenyl)-4-(3-methyl-4-trifluoromethyl-phenyl)-6-trifluoromethyl-pyrimidine (example E.49) (0.23 g, 0.5 mmol) and commercially available 2-amino-5-(4,4,5,5-tetramethyl-1,3,2-dioxaborolan-2-yl)pyridine (0.14 g, 0.65 mmol) according to the general procedure VI. Obtained as a light yellow solid (0.174 g, 73%). MS (ISP) 475.1 [(M+H)+]; mp 207° C. Reactants: [OH-].[K+] (potassium hydroxide), CC1=CC=C(C=C1)S(=O)(=O)N(C)N=O (Diazald), C(#N)C(=CO)CCCCC1=CC=CC=C1 (2-cyano-6-phenyl-1-hexen-1-ol), [N+](=[N-])=C (diazomethane), [N+](=[N-])=C (diazomethane), [N+](=[N-])=C (diazomethane), [N+](=[N-])=C (diazomethane). The solvent is C(C)OCC (diethyl ether), C(C)OCC (diethyl ether), O (water), C(C)O (Ethanol). The product is COC=C(CCCCC1=CC=CC=C1)C#N (1-methoxy-2-cyano-6-phenyl-1-hexene). As a reaction SMILES: [OH-].[K+].[N+](=[CH2:5])=[N-].CC1C=CC(S(N(N=O)C)(=O)=O)=CC=1.[C:20]([C:22]([CH2:25][CH2:26][CH2:27][CH2:28][C:29]1[CH:34]=[CH:33][CH:32]=[CH:31][CH:30]=1)=[CH:23][OH:24])#[N:21]>O.C(OCC)C.C(O)C>[CH3:5][O:24][CH:23]=[C:22]([C:20]#[N:21])[CH2:25][CH2:26][CH2:27][CH2:28][C:29]1[CH:30]=[CH:31][CH:32]=[CH:33][CH:34]=1 |f:0.1|. Reported procedure: A solution of 3.0 grams of potassium hydroxide in 6 mL of water was placed in a commercially available diazomethane generator. Ethanol, 8 mL, was added to the generator, and the contents of the generator were slowly warmed to 60° C. to 70° C. To this was added dropwise a solution of 4.6 grams (0.021 mole) of Diazald® in a minimum amount of diethyl ether. The diazomethane generated was condensed on a cold finger and, in turn, was allowed to drip into a stirred, cooled solution of 2.5 grams (0.012... Reactants: C(CCC)[Li] (butyl lithium), C(C1=CC=CC=C1)=O (benzaldehyde), O (water), N1C(COCC1)=O (morpholin-3-one). Run in CCCCCC (hexane), C1CCOC1 (THF), C1CCOC1 (THF). Conditions: temperature -62 celsius, time 3 hour. Product: OC(C1=CC=CC=C1)C1C(NCCO1)=O (2-(α-hydroxy-benzyl)-morpholin-3-one). The yield is 58.0%. RXN SMILES: [NH:1]1[CH2:6][CH2:5][O:4][CH2:3][C:2]1=[O:7].C([Li])CCC.[CH:13](=[O:20])[C:14]1[CH:19]=[CH:18][CH:17]=[CH:16][CH:15]=1.O>C1COCC1.CCCCCC>[OH:20][CH:13]([CH:3]1[O:4][CH2:5][CH2:6][NH:1][C:2]1=[O:7])[C:14]1[CH:19]=[CH:18][CH:17]=[CH:16][CH:15]=1. Reported procedure: Under an atmosphere of nitrogen and in a anhydrous apparatus a mixture of 2.02 g of morpholin-3-one in 60 ml of anhydrous THF was stirred. Dropwise addition was made at room temperature of 26.7 ml of 15% butyl lithium in hexane over 45 minutes. After 2.5 hours of stirring at room temperature the whole was cooled to -62° C. and a solution of 2.02 ml of freshly distilled benzaldehyde in 10 ml of anhydrous THF was added, over 45 minutes. The mixture was kept at -62° C. for 3 hours, allowed to rise ... The reactants are CC1=NNC=2CC(CC(C12)=O)C1=C(C=CC=C1)Cl (3-methyl-6-(2-chlorophenyl)-4,5,6,7-tetrahydroindazol-4-one), C(=N)(N)NN.Cl (aminoguanidine hydrochloride), Cl (hydrochloric acid), O (water). Run in C(C)O (ethanol). Yields the product Cl.N(C(=N)N)N=C1C=2C(=NNC2CC(C1)C1=C(C=CC=C1)Cl)C (4-guanidinoimino-6-(2-chlorophenyl)-3-methyl-4,5,6,7-tetrahydroindazole hydrochloride). Isolated yield 174.5%. As a reaction SMILES: [CH3:1][C:2]1[C:10]2[C:9](=O)[CH2:8][CH:7]([C:12]3[CH:17]=[CH:16][CH:15]=[CH:14][C:13]=3[Cl:18])[CH2:6][C:5]=2[NH:4][N:3]=1.[C:19]([NH:22][NH2:23])([NH2:21])=[NH:20].Cl.Cl.O>C(O)C>[ClH:18].[NH:22]([N:23]=[C:9]1[CH2:8][CH:7]([C:12]2[CH:17]=[CH:16][CH:15]=[CH:14][C:13]=2[Cl:18])[CH2:6][C:5]2[NH:4][N:3]=[C:2]([CH3:1])[C:10]1=2)[C:19]([NH2:21])=[NH:20] |f:1.2,6.7|. Procedure details: A mixture of 3-methyl-6-(2-chlorophenyl)-4,5,6,7-tetrahydroindazol-4-one (0.22 g), aminoguanidine hydrochloride (0.098 g), concentrated hydrochloric acid (0.084 ml), water (0.084 ml) and ethanol (40 ml) was refluxed for 4 hours. Under reduced pressure, the solvent was evaporated, and to the residue was added water. The mixture was washed with diethylether and concentrated under reduced pressure, and the resulting crystals were recrystallized from water-ethanol to give 4-guanidinoimino-6-(2-chlor...